Dataset: the Open Reaction Database (ORD), a public repository of structured organic reaction records. Task: describe an organic reaction: reactants, conditions, products, and yield Reactants: NCC1=C(C(=O)O)C=CC=C1 (aminomethyl benzoic acid), O=C1N(C(CC1)=O)OC(CCCCCCCCCCCCCCC(=O)OC(C)(C)C)=O (Hexadecanedioic acid tert-butyl ester 2,5-dioxo-pyrrolidin-1-yl ester), CN1CCCC1=O (NMP), O (water). Reaction conditions: time 8 hour. Yields the product C(C)(C)(C)OC(=O)CCCCCCCCCCCCCCC(=O)NCC1=CC=C(C(=O)O)C=C1 (4-[(15-tert-Butoxycarbonylpentadecanoylamino)methyl]benzoic acid). Reaction SMILES: O=C1CCC(=O)N1O[C:9](=[O:31])[CH2:10][CH2:11][CH2:12][CH2:13][CH2:14][CH2:15][CH2:16][CH2:17][CH2:18][CH2:19][CH2:20][CH2:21][CH2:22][CH2:23][C:24]([O:26][C:27]([CH3:30])([CH3:29])[CH3:28])=[O:25].NC[C:34]1[CH:42]=[CH:41][CH:40]=[CH:39][C:35]=1[C:36]([OH:38])=[O:37].O.[CH3:44][N:45]1C(=O)CCC1>>[C:27]([O:26][C:24]([CH2:23][CH2:22][CH2:21][CH2:20][CH2:19][CH2:18][CH2:17][CH2:16][CH2:15][CH2:14][CH2:13][CH2:12][CH2:11][CH2:10][C:9]([NH:45][CH2:44][C:41]1[CH:42]=[CH:34][C:35]([C:36]([OH:38])=[O:37])=[CH:39][CH:40]=1)=[O:31])=[O:25])([CH3:28])([CH3:29])[CH3:30]. Procedure details: Hexadecanedioic acid tert-butyl ester 2,5-dioxo-pyrrolidin-1-yl ester (370 mg, 0.842 mmol) was dissolved in NMP (8 mL), 4 aminomethyl benzoic acid (127.2 mg, 0.842 mmol) was added, the mixture was stirred at room temperature overnight, followed by heating at for 2 hours at 50 degrees celcius. After cooling to room temperature the mixture was poured into water. Product isolated by filtration dried and used for the next step without any further purification. Reactants: C(C)(C)(C)N1[C@H](C(=O)O)CCC1 (tert.-butyl proline), O1CCCC1 (tetrahydrofuran), C(C1=CC=CC=C1)(=O)S[C@@H](C(=O)O)CSC(C1=CC=CC=C1)=O ((S)-2,3-bis-(benzoylthio)-propionic acid), Cl.C(C)N=C=NCCCN(C)C (1-ethyl-3-(3-dimethylaminopropyl)-carbodiimide hydrochloride), O (water), O1CCCC1 (tetrahydrofuran). Run at temperature 0 celsius, time 1 hour. Product: C(C)(C)(C)[C@@]1(N(CCC1)C([C@@H](CSC(C1=CC=CC=C1)=O)SC(C1=CC=CC=C1)=O)=O)C(=O)O (tert.-butyl N-[(S)-2,3-bis-(benzoylthio)-propionyl]-proline). Yield: 72.0%. As a reaction SMILES: [C:1]([S:9][C@H:10]([CH2:14][S:15][C:16](=[O:23])[C:17]1[CH:22]=[CH:21][CH:20]=[CH:19][CH:18]=1)[C:11]([OH:13])=O)(=[O:8])[C:2]1[CH:7]=[CH:6][CH:5]=[CH:4][CH:3]=1.Cl.C(N=C=N[CH2:30][CH2:31][CH2:32]N(C)C)C.O.C([N:41]1[CH2:48][CH2:47][CH2:46][C@H:42]1[C:43]([OH:45])=[O:44])(C)(C)C.O1CCC[CH2:50]1>>[C:31]([C@@:42]1([C:43]([OH:45])=[O:44])[CH2:46][CH2:47][CH2:48][N:41]1[C:11](=[O:13])[C@H:10]([S:9][C:1](=[O:8])[C:2]1[CH:3]=[CH:4][CH:5]=[CH:6][CH:7]=1)[CH2:14][S:15][C:16](=[O:23])[C:17]1[CH:22]=[CH:21][CH:20]=[CH:19][CH:18]=1)([CH3:32])([CH3:50])[CH3:30] |f:1.2|. Reported procedure: A solution of 8.7 g (25 millimoles) of (S)-2,3-bis-(benzoylthio)-propionic acid and 4.8 g (25 millimoles) of 1-ethyl-3-(3-dimethylaminopropyl)-carbodiimide hydrochloride in 125 ml of a 4:1 mixture of tetrahydrofuran and water was added to 4.4 g (25 millimoles) of tert.-butyl proline (crude product, obtained by hydrogenation of 7.6 g of tert.-butyl Z-proline) in 100 ml of tetrahydrofuran, while cooling at 0° C. The mixture was stirred for 1 hour at 0° C. and then for 1 hour at 20° C., after which... Reactants: OCC1C(C(N(C1)C1=NN(C=C1NC(OC(C)(C)C)=O)C)=O)(C)C (tert-butyl (3-(4-hydroxymethyl-3,3-dimethyl-2-oxopyrrolidin-1-yl)-1-methyl-1H-pyrazol-4-yl)carbamate), CC(=O)OI1(C=2C=CC=CC2C(=O)O1)(OC(=O)C)OC(=O)C (Dess-Martin periodinane). The solvent is C(C)(=O)OCC (ethyl acetate), C(C)#N (acetonitrile). Reaction conditions: time 3 hour. Product: C(=O)C1C(C(N(C1)C1=NN(C=C1NC(OC(C)(C)C)=O)C)=O)(C)C (tert-butyl (3-(4-formyl-3,3-dimethyl-2-oxopyrrolidin-1-yl)-1-methyl-1H-pyrazol-4-yl)carbamate). RXN SMILES: [OH:1][CH2:2][CH:3]1[CH2:7][N:6]([C:8]2[C:12]([NH:13][C:14](=[O:20])[O:15][C:16]([CH3:19])([CH3:18])[CH3:17])=[CH:11][N:10]([CH3:21])[N:9]=2)[C:5](=[O:22])[C:4]1([CH3:24])[CH3:23].CC(OI1(OC(C)=O)(OC(C)=O)OC(=O)C2C=CC=CC1=2)=O>C(#N)C.C(OCC)(=O)C>[CH:2]([CH:3]1[CH2:7][N:6]([C:8]2[C:12]([NH:13][C:14](=[O:20])[O:15][C:16]([CH3:18])([CH3:19])[CH3:17])=[CH:11][N:10]([CH3:21])[N:9]=2)[C:5](=[O:22])[C:4]1([CH3:24])[CH3:23])=[O:1]. Reported procedure: To a solution of tert-butyl (3-(4-hydroxymethyl-3,3-dimethyl-2-oxopyrrolidin-1-yl)-1-methyl-1H-pyrazol-4-yl)carbamate (174 mg) in acetonitrile (5.0 mL) was added Dess-Martin periodinane (348 mg). The reaction mixture was stirred at room temperature for 3 hr, and diluted with ethyl acetate, and the mixture was washed with saturated aqueous sodium hydrogen carbonate solution. The extract was washed with saturated brine, and dried over anhydrous sodium sulfate, and the solvent was evaporated under ... Reactants: [OH-].[Na+] (sodium hydroxide), Cl (hydrochloric acid), ClC1=CC=2C(C3=C(C=CC=C3OC2C=C1O)F)=O (2-chloro-8-fluoro-3-hydroxy-9-oxo-9H-xanthene), C([O-])([O-])=O (carbonate), BrCC(=O)OCC (ethyl bromoacetate). Solvent: O (water), CN(C)C=O (DMF). Conditions: time 3 hour. Product: ClC(C(=O)O)OC=1C=CC=2C(C3=C(C=CC=C3OC2C1)F)=O (2-chloro-8-fluoro-9-oxo-9H-xanthene-3-yloxyacetic acid). As a reaction SMILES: Cl[C:2]1[C:15]([OH:16])=[CH:14][C:13]2[O:12][C:11]3[C:6](=[C:7]([F:17])[CH:8]=[CH:9][CH:10]=3)[C:5](=[O:18])[C:4]=2[CH:3]=1.C(=O)([O-])[O-].Br[CH2:24][C:25]([O:27]CC)=[O:26].[OH-].[Na+].[ClH:32]>O.CN(C=O)C>[Cl:32][CH:24]([O:16][C:15]1[CH:2]=[CH:3][C:4]2[C:5](=[O:18])[C:6]3[C:11]([O:12][C:13]=2[CH:14]=1)=[CH:10][CH:9]=[CH:8][C:7]=3[F:17])[C:25]([OH:27])=[O:26] |f:3.4|. Procedure details: A mixture of 1.3 g of 2-chloro-8-fluoro-3-hydroxy-9-oxo-9H-xanthene, 1.7 g of postassium carbonate, 2.1 g of ethyl bromoacetate and 30 ml of DMF was stirred at 60°-65° C. for 3 hours. After cooling the mixture, 2 g of sodium hydroxide and 100 ml of water were added and the resulting mixture was stirred at 90°-100° C. for 30 minutes. After cooling, the mixture was rendered acidic with hydrochloric acid and the solid crystal was recovered by filtration, washed with water and dried. Recrystallizati... Starting materials: [Br-], [Br-], [Br-], CC(=O)c1ccc(O)c(CC#N)c1, C[N+](C)(C)c1ccccc1, C[N+](C)(C)c1ccccc1, C[N+](C)(C)c1ccccc1, CC(C)O, C1CCOC1. Yields the product N#CCc1cc(C(=O)CBr)ccc1O. As a reaction SMILES: [Br-:19].[Br-:20].[Br-:21].[C:1]([CH3:2])(=[O:3])[c:4]1[cH:5][cH:6][c:7]([OH:13])[c:8]([CH2:10][C:11]#[N:12])[cH:9]1.[CH3:22][N+:23]([CH3:24])([CH3:25])[c:26]1[cH:27][cH:28][cH:29][cH:30][cH:31]1.[CH3:32][N+:33]([c:34]1[cH:35][cH:36][cH:37][cH:38][cH:39]1)([CH3:40])[CH3:41].[CH3:42][N+:43]([c:44]1[cH:45][cH:46][cH:47][cH:48][cH:49]1)([CH3:50])[CH3:51].[CH:52]([OH:53])([CH3:54])[CH3:55].[O:14]1[CH2:15][CH2:16][CH2:17][CH2:18]1>>[C:1]([CH2:2][Br:19])(=[O:3])[c:4]1[cH:5][cH:6][c:7]([OH:13])[c:8]([CH2:10][C:11]#[N:12])[cH:9]1. The reactants are N1=CC(=CC=C1)C=O (pyridine-3-carboxaldehyde), C[C@H]1CN(CCN1)C=1C=CC=2N(N1)C(=NN2)C(F)(F)F (6-[(3S)-3-methylpiperazin-1-yl]-3-(trifluoromethyl)-[1,2,4]triazolo[4,3-b]pyridazine). Yields the product C[C@H]1CN(CCN1CC=1C=NC=CC1)C=1C=CC=2N(N1)C(=NN2)C(F)(F)F (6-[(3S)-3-methyl-4-(pyridin-3-ylmethyl)piperazin-1-yl]-3-(trifluoromethyl)[1,2,4]triazolo[4,3-b]pyridazine). The yield is 62.0%. As a reaction SMILES: [N:1]1[CH:6]=[CH:5][CH:4]=[C:3]([CH:7]=O)[CH:2]=1.[CH3:9][C@@H:10]1[NH:15][CH2:14][CH2:13][N:12]([C:16]2[CH:17]=[CH:18][C:19]3[N:20]([C:22]([C:25]([F:28])([F:27])[F:26])=[N:23][N:24]=3)[N:21]=2)[CH2:11]1>>[CH3:9][C@@H:10]1[N:15]([CH2:7][C:3]2[CH:2]=[N:1][CH:6]=[CH:5][CH:4]=2)[CH2:14][CH2:13][N:12]([C:16]2[CH:17]=[CH:18][C:19]3[N:20]([C:22]([C:25]([F:27])([F:26])[F:28])=[N:23][N:24]=3)[N:21]=2)[CH2:11]1. Reported procedure: A mixture of pyridine-3-carboxaldehyde and 6-[(3S)-3-methylpiperazin-1-yl]-3-(trifluoromethyl)-[1,2,4]triazolo[4,3-b]pyridazine was allowed to react by General Synthetic Method 5 to give 6-[(3S)-3-methyl-4-(pyridin-3-ylmethyl)piperazin-1-yl]-3-(trifluoromethyl)[1,2,4]triazolo[4,3-b]pyridazine in 62% yield. Starting materials: [Al+3], C1CCOC1, [H-], [H-], [H-], [H-], [Li+], [Na+], [OH-], O, ON=C1CC(c2ccccc2)C1. Product: NC1CC(c2ccccc2)C1. As a reaction SMILES: [Al+3:14].[CH2:22]1[O:23][CH2:24][CH2:25][CH2:26]1.[H-:13].[H-:16].[H-:17].[H-:18].[Li+:15].[Na+:21].[OH-:20].[OH2:19].[c:1]1([CH:7]2[CH2:8][C:9](=[N:11][OH:12])[CH2:10]2)[cH:2][cH:3][cH:4][cH:5][cH:6]1>>[c:1]1([CH:7]2[CH2:8][CH:9]([NH2:11])[CH2:10]2)[cH:2][cH:3][cH:4][cH:5][cH:6]1.